From a dataset of the Open Reaction Database (ORD), a public repository of structured organic reaction records. describe an organic reaction: reactants, conditions, products, and yield Reaction conditions: time 30 minute. Reactants: OCC1=CC=C(OC[C@H](C)NC(OC(C)(C)C)=O)C=C1 (tert-butyl {(1S)-2-[4-(hydroxymethyl)phenoxy]-1-methylethyl}carbamate), C(C)(C)(C)OC(=O)N[C@H](COC1=CC=C(C(=O)OC)C=C1)C (methyl 4-({(2S)-2-[(tert-butoxycarbonyl)amino]propyl}oxy)benzoate), C(C)(C)(C)OC(=O)N[C@H](COC1=CC=C(C(=O)OC)C=C1)C (methyl 4-({(2S)-2-[(tert-butoxycarbonyl)amino]propyl}oxy)benzoate), [H-].C(C(C)C)[Al+]CC(C)C (diisobutylaluminum hydride), OCC1=CC=C(OC[C@H](C)NC(OC(C)(C)C)=O)C=C1 (tert-butyl {(1S)-2-[4-(hydroxymethyl)phenoxy]-1-methylethyl}carbamate), C(C)(C)(C)OC(=O)N[C@H](COC1=CC=C(C(=O)OC)C=C1)C (methyl 4-({(2S)-2-[(tert-butoxycarbonyl)amino]propyl}oxy)benzoate), O.O.O.O.O.O.O.O.O.O.S(=O)(=O)([O-])[O-].[Na+].[Na+] (Sodium sulfate decahydrate). The yield is 68.4%. Procedure: To a solution of methyl 4-({(2S)-2-[(tert-butoxycarbonyl)amino]propyl}oxy)benzoate (816 mg) in THF (10 mL) was added a toluene solution (1.0 M, 5.28 mL) of diisobutylaluminum hydride at −78° C., and the mixture was stirred at room temperature for 30 min under an argon atmosphere. Sodium sulfate decahydrate (22.7 g) was added thereto at −78° C., and the mixture was stirred at room temperature for 3 hr. The reaction mixture was filtered through celite, and the solvent of the filtrate was evaporate... The product is C(=O)C1=CC=C(OC[C@H](C)NC(OC(C)(C)C)=O)C=C1 (tert-butyl [(1S)-2-(4-formylphenoxy)-1-methylethyl]carbamate). RXN SMILES: [C:1]([O:5][C:6]([NH:8][C@@H:9]([CH3:22])[CH2:10][O:11][C:12]1[CH:21]=[CH:20][C:15]([C:16](OC)=[O:17])=[CH:14][CH:13]=1)=[O:7])([CH3:4])([CH3:3])[CH3:2].[H-].C([Al+]CC(C)C)C(C)C.O.O.O.O.O.O.O.O.O.O.S([O-])([O-])(=O)=O.[Na+].[Na+].OCC1C=CC(OC[C@@H](NC(=O)OC(C)(C)C)C)=CC=1>C1COCC1.O.C(N(CC)CC)C.CS(C)=O.C1(C)C=CC=CC=1>[CH:16]([C:15]1[CH:14]=[CH:13][C:12]([O:11][CH2:10][C@@H:9]([NH:8][C:6](=[O:7])[O:5][C:1]([CH3:2])([CH3:3])[CH3:4])[CH3:22])=[CH:21][CH:20]=1)=[O:17] |f:1.2,3.4.5.6.7.8.9.10.11.12.13.14.15|. Run in C(C)N(CC)CC (triethylamine), CS(=O)C (DMSO), C1CCOC1 (THF), C1(=CC=CC=C1)C (toluene), O (Water). The reactants are ClC=1N=CC2=C(N(CC(C(N2C)=O)(F)F)C2CCCC2)N1 (2-chloro-9-cyclopentyl-7,7-difluoro-5-methyl-5,7,8,9-tetrahydro-pyrimido[4,5-b][1,4]diazepin-6-one), NC1=CC(=C(C(=O)O)C=C1F)F (4-amino-2,5-difluorobenzoic acid), C([O-])([O-])=O.[Cs+].[Cs+] (cesium carbonate), 1,1′-[1,1′-binaphthalene], 1,1-diphenyl phosphine. Reagents/catalysts: C(C)(=O)[O-].[Pd+2].C(C)(=O)[O-] (palladium acetate). Solvent: O1CCOCC1 (dioxane). Yields the product C1(CCCC1)N1C2=C(N(C(C(C1)(F)F)=O)C)C=NC(=N2)NC2=CC(=C(C(=O)O)C=C2F)F (4-(9-cyclopentyl-7,7-difluoro-5-methyl-6-oxo-6,7,8,9-tetrahydro-5H-pyrimido[4,5-b][1,4]diazepin-2-ylamino)-2,5-difluoro-benzoic acid). Yield: 40.7%. RXN SMILES: Cl[C:2]1[N:3]=[CH:4][C:5]2[N:11]([CH3:12])[C:10](=[O:13])[C:9]([F:15])([F:14])[CH2:8][N:7]([CH:16]3[CH2:20][CH2:19][CH2:18][CH2:17]3)[C:6]=2[N:21]=1.[NH2:22][C:23]1[C:31]([F:32])=[CH:30][C:26]([C:27]([OH:29])=[O:28])=[C:25]([F:33])[CH:24]=1.C(=O)([O-])[O-].[Cs+].[Cs+]>C([O-])(=O)C.[Pd+2].C([O-])(=O)C.O1CCOCC1>[CH:16]1([N:7]2[CH2:8][C:9]([F:15])([F:14])[C:10](=[O:13])[N:11]([CH3:12])[C:5]3[CH:4]=[N:3][C:2]([NH:22][C:23]4[C:31]([F:32])=[CH:30][C:26]([C:27]([OH:29])=[O:28])=[C:25]([F:33])[CH:24]=4)=[N:21][C:6]2=3)[CH2:20][CH2:19][CH2:18][CH2:17]1 |f:2.3.4,5.6.7|. Procedure: To a mixture of 0.9503 g (3.0 mmole) of 2-chloro-9-cyclopentyl-7,7-difluoro-5-methyl-5,7,8,9-tetrahydro-pyrimido[4,5-b][1,4]diazepin-6-one (VII-20), 0.6252 g (3.611 mmole) of 4-amino-2,5-difluorobenzoic acid, and 48 mL of dioxane, was added 1.96 g (6.01 mmole) of cesium carbonate and 0.0682 g (0.304 mmole) of palladium acetate. The mixture was deoxygenated with argon, 0.386 g (0.621 mmole) of 1,1′-[1,1′-binaphthalene]-2,2′-diylbis[1,1-diphenyl phosphine was added and the reaction mixture was hea...